Dataset: the Open Reaction Database (ORD), a public repository of structured organic reaction records. Task: describe an organic reaction: reactants, conditions, products, and yield The reactants are NC1CC(N(C1)CC1=CC=CC=C1)C(=O)N1CCN(CC1)C1=C(C#N)C=CC=C1 (2-[4-(4-amino-1benzyl-pyrrolidine-2-carbonyl)-piperazin-1-yl]-benzonitrile), ClC=1C=C(C(=O)Cl)C=CC1 (3-chloro-benzoyl chloride). Yields the product C(C1=CC=CC=C1)N1C[C@H](C[C@H]1C(=O)N1CCN(CC1)C1=C(C=CC=C1)C#N)NC(C1=CC(=CC=C1)Cl)=O (N-{(3S,5S)-1-Benzyl-5-[4-(2-cyano-phenyl)-piperazine-1-carbonyl]-pyrrolidin-3-yl}-3-chloro-benzamide). Isolated yield 6.4%. As a reaction SMILES: [NH2:1][CH:2]1[CH2:6][N:5]([CH2:7][C:8]2[CH:13]=[CH:12][CH:11]=[CH:10][CH:9]=2)[CH:4]([C:14]([N:16]2[CH2:21][CH2:20][N:19]([C:22]3[CH:29]=[CH:28][CH:27]=[CH:26][C:23]=3[C:24]#[N:25])[CH2:18][CH2:17]2)=[O:15])[CH2:3]1.[Cl:30][C:31]1[CH:32]=[C:33]([CH:37]=[CH:38][CH:39]=1)[C:34](Cl)=[O:35]>>[CH2:7]([N:5]1[C@H:4]([C:14]([N:16]2[CH2:17][CH2:18][N:19]([C:22]3[CH:29]=[CH:28][CH:27]=[CH:26][C:23]=3[C:24]#[N:25])[CH2:20][CH2:21]2)=[O:15])[CH2:3][C@H:2]([NH:1][C:34](=[O:35])[C:33]2[CH:37]=[CH:38][CH:39]=[C:31]([Cl:30])[CH:32]=2)[CH2:6]1)[C:8]1[CH:13]=[CH:12][CH:11]=[CH:10][CH:9]=1. Procedure details: As described for Example 89e, 2-[4-(4-amino-1benzyl-pyrrolidine-2-carbonyl)-piperazin-1-yl]-benzonitrile (50.0 mg, 0.128 mmol) was converted, using 3-chloro-benzoyl chloride instead of 2-chloro-benzoyl chloride, to the title compound (4.3 mg, 6.4%) as light yellow oil. MS m/e=528.3 [M+H]+. Reactants: CN(C)C=O (DMF), ClC1=CC(=C(C(=C1)F)[Si](C)(C)C)F (1-chloro-3,5-difluoro-4-trimethylsilylbenzene), CC1C(N(CCC1)C)(C)C.[Li] (lithium tetramethylpiperidine). Run in C1CCOC1 (THF), C1CCOC1 (THF). Reaction conditions: time 2 hour. The product is ClC1=CC(=C(C(=C1C=O)F)[Si](C)(C)C)F (6-chloro-2,4-difluoro-3-trimethylsilylbenzaldehyde). Yield: 82.4%. Reaction SMILES: [Cl:1][C:2]1[CH:7]=[C:6]([F:8])[C:5]([Si:9]([CH3:12])([CH3:11])[CH3:10])=[C:4]([F:13])[CH:3]=1.CC1CCCN(C)C1(C)C.[Li].CN([CH:28]=[O:29])C>C1COCC1>[Cl:1][C:2]1[C:3]([CH:28]=[O:29])=[C:4]([F:13])[C:5]([Si:9]([CH3:10])([CH3:12])[CH3:11])=[C:6]([F:8])[CH:7]=1 |f:1.2,^1:23|. Procedure details: A solution of 1-chloro-3,5-difluoro-4-trimethylsilylbenzene (1.5 g, 6.8 mmol) in THF (10 mL) was added to a solution of lithium tetramethylpiperidine (14 mmol) in THF (15 mL) at −75° C. The solution was stirred for 2 hours then DMF (1.5 g, 20 mmol) was added and the solution allowed to warm to ambient temperature. The reaction was quenched with a saturated solution of ammonium chloride (25 mL) and extracted with ethyl ether (2×25 mL) and the combined extracts dried (sodium sulfate) and concentra... Starting materials: CC=1NC2=C(N1)C=CC=C2 (2-methylbenzimidazole), ClC1=NC(=C2N=C(N(C2=N1)C)CN1C2COCC1CC2)N2CCOCC2 (8-((2-chloro-9-methyl-6-morpholino-9H-purin-8-yl)methyl)-3-oxa-8-aza-bicyclo[3.2.1]octane). The product is CN1C2=NC(=NC(=C2N=C1CN1C2COCC1CC2)N2CCOCC2)N2C(=NC1=C2C=CC=C1)C (8-((9-methyl-2-(2-methyl-1H-benzo[d]imidazol-1-yl)-6-morpholino-9H-purin-8-yl)methyl)-3-oxa-8-azabicyclo[3.2.1]octane). Reaction SMILES: [CH3:1][C:2]1[NH:3][C:4]2[CH:10]=[CH:9][CH:8]=[CH:7][C:5]=2[N:6]=1.Cl[C:12]1[N:20]=[C:19]2[C:15]([N:16]=[C:17]([CH2:22][N:23]3[CH:28]4[CH2:29][CH2:30][CH:24]3[CH2:25][O:26][CH2:27]4)[N:18]2[CH3:21])=[C:14]([N:31]2[CH2:36][CH2:35][O:34][CH2:33][CH2:32]2)[N:13]=1>>[CH3:21][N:18]1[C:17]([CH2:22][N:23]2[CH:24]3[CH2:30][CH2:29][CH:28]2[CH2:27][O:26][CH2:25]3)=[N:16][C:15]2[C:19]1=[N:20][C:12]([N:3]1[C:4]3[CH:10]=[CH:9][CH:8]=[CH:7][C:5]=3[N:6]=[C:2]1[CH3:1])=[N:13][C:14]=2[N:31]1[CH2:36][CH2:35][O:34][CH2:33][CH2:32]1. Reported procedure: Following General Procedure I for Buchwald coupling, 2-methylbenzimidazole and 8-((2-chloro-9-methyl-6-morpholino-9H-purin-8-yl)methyl)-3-oxa-8-aza-bicyclo[3.2.1]octane were reacted to give 380. LCMS m/z: 475.2 (MH+) Starting materials: ClC=1C2=C(N=CN1)N(C=C2)C(CCCl)C2=CC=CC=C2 (4-chloro-7-(3-chloro-1-phenyl-propyl)-7H-pyrrolo[2,3-d]pyrimidine). Reagents/catalysts: [Pd] (Pd/C). Run in CCOC(=O)C (EtOAc). Run at time 4 hour. Yields the product ClCCC(C1=CC=CC=C1)N1C=CC2=C1N=CN=C2 (7-(3-Chloro-1-phenyl-propyl)-7H-pyrrolo[2,3-d]pyrimidine). Yield: 81.7%. Reaction SMILES: Cl[C:2]1[C:3]2[CH:10]=[CH:9][N:8]([CH:11]([C:15]3[CH:20]=[CH:19][CH:18]=[CH:17][CH:16]=3)[CH2:12][CH2:13][Cl:14])[C:4]=2[N:5]=[CH:6][N:7]=1>CCOC(C)=O.[Pd]>[Cl:14][CH2:13][CH2:12][CH:11]([N:8]1[C:4]2[N:5]=[CH:6][N:7]=[CH:2][C:3]=2[CH:10]=[CH:9]1)[C:15]1[CH:20]=[CH:19][CH:18]=[CH:17][CH:16]=1. Procedure: A suspension of 4-chloro-7-(3-chloro-1-phenyl-propyl)-7H-pyrrolo[2,3-d]pyrimidine (150 mg, 0.5 mmol) and Pd/C (10%, 50% water, 150 mg) in EtOAc (50 mL) was stirred under H2 atmosphere (balloon pressure) for 4 h. The reaction mixture was filtered through a celite pad, and the filter cake was washed with EtOAc (20 mL). The filtrate was concentrated and purified via flash chromatography (hexane/EtOAc), affording 7-(3-Chloro-1-phenyl-propyl)-7H-pyrrolo[2,3-d]pyrimidine (111 mg, 83% yield). Procedure details: 1-Phenylethynyl-l-cyclopentanol (352 mg, 1.89 mmol) was dissolved in 20 mL of methanol. NIS (514 mg, 2.29 mmol) and HTIB (96 mg, 0.24 mmol) were added in one portion to the stirring solution. The reaction was protected from light and stirred at room temperature for 18 hours. The reaction mixture was diluted with 75 mL of diethyl ether and washed with 25 mL of 5% Na2S2O3 solution and followed by 3×25 mL of water. The organic solution was dried with MgSO4 and following filtration it was evaporated... RXN SMILES: [C:1]1(C#CC2(O)CCCC2)[CH:6]=CC=C[CH:2]=1.[CH2:15]1[C:20](=[O:21])N(I)[C:17](=O)[CH2:16]1.CC1C=CC(S(O[I:34](O)[C:35]2[CH:40]=[CH:39][CH:38]=[CH:37][CH:36]=2)(=O)=O)=CC=1>CO.C(OCC)C>[C:40]1(=[C:35]([I:34])[C:20]([C:15]2[CH:6]=[CH:1][CH:2]=[CH:17][CH:16]=2)=[O:21])[CH2:39][CH2:38][CH2:37][CH2:36]1. Yields the product C1(CCCC1)=C(C(=O)C1=CC=CC=C1)I (2-cyclopentylidene-2-iodo-1-phenylethanone). The reactants are C1CC(=O)N(C1=O)I (NIS), CC1=CC=C(C=C1)S(=O)(=O)OI(C2=CC=CC=C2)O (HTIB), C1(=CC=CC=C1)C#CC1(CCCC1)O (1-Phenylethynyl-l-cyclopentanol). Run in C(C)OCC (diethyl ether), CO (methanol). Conditions: time 18 hour. The reactants are [OH-].[Na+] (sodium hydroxide), C(C1=CC=CC=C1)(=O)C=1C=C2CCC(C2=CC1OC)C(=O)O (5-benzoyl-6-methoxy-indane-1-carboxylic acid), ether-petroleum ether, CO (methanol). Yields the product COC(=O)C1CCC2=CC(=C(C=C12)OC)C(C1=CC=CC=C1)=O (5-benzoyl-6-methoxy-indane-1-carboxylic acid methyl ester). RXN SMILES: [OH-].[Na+].[C:3]([C:11]1[CH:12]=[C:13]2[C:17](=[CH:18][C:19]=1[O:20][CH3:21])[CH:16]([C:22]([OH:24])=[O:23])[CH2:15][CH2:14]2)(=[O:10])[C:4]1[CH:9]=[CH:8][CH:7]=[CH:6][CH:5]=1.[CH3:25]O>>[CH3:25][O:23][C:22]([CH:16]1[C:17]2[C:13](=[CH:12][C:11]([C:3](=[O:10])[C:4]3[CH:5]=[CH:6][CH:7]=[CH:8][CH:9]=3)=[C:19]([O:20][CH3:21])[CH:18]=2)[CH2:14][CH2:15]1)=[O:24] |f:0.1|. Procedure: Analogously to the description in Example 2, 4.7 g of 5-benzoyl-6-methoxy-indane-1-carboxylic acid methyl ester and 20 ml of N sodium hydroxide solution in 50 ml of methanol give 5-benzoyl-6-methoxy-indane-1-carboxylic acid of melting point 126°-128° C (from ether-petroleum ether).